The task is: describe an organic reaction: reactants, conditions, products, and yield. This data is from the Open Reaction Database (ORD), a public repository of structured organic reaction records. Isolated yield 61.6%. Conditions: temperature 90 celsius. The solvent is C(C)(C)NC(C)C (diisopropylamine), CN(C)C=O (DMF), [NH4+].[Cl-] (NH4Cl). Reported procedure: To a solution (4-bromo-2-ethylphenoxy)acetonitrile (1.99 g, 8.33 mmol) in diisopropylamine (9 mL) and DMF (3 mL) was added 6-(2-cyclopentyl-2-hydroxybut-3-ynyl)-2,2-dimethyl-4H-1,3-dioxin-4-one (2.00 g, 7.57 mmol), PdCl2(PPh3)2 (211 mg, 4 mol %), CuI (115 mg, 8 mol %). The mixture was heated to 90° C. for 30 min before it was cooled down to room temperature. The reaction was diluted with aqueous NH4Cl, extracted with EtOAc (3×50 mL). The combined organic extracts were washed with brine, dried wi... The reactants are BrC1=CC(=C(OCC#N)C=C1)CC ((4-bromo-2-ethylphenoxy)acetonitrile), C1(CCCC1)C(CC1=CC(OC(O1)(C)C)=O)(C#C)O (6-(2-cyclopentyl-2-hydroxybut-3-ynyl)-2,2-dimethyl-4H-1,3-dioxin-4-one). The product is C1(CCCC1)C(C#CC1=CC(=C(OCC#N)C=C1)CC)CC1=CC(OC(O1)(C)C)=O ({4-[3-cyclopentyl-4-(2,2-dimethyl-4-oxo-4H-1,3-dioxin-6-yl)but-1-ynyl]-2-ethylphenoxy}acetonitrile). The reagents and catalysts are Cl[Pd]([P](C1=CC=CC=C1)(C2=CC=CC=C2)C3=CC=CC=C3)([P](C4=CC=CC=C4)(C5=CC=CC=C5)C6=CC=CC=C6)Cl (PdCl2(PPh3)2), [Cu]I (CuI). Reaction SMILES: Br[C:2]1[CH:11]=[CH:10][C:5]([O:6][CH2:7][C:8]#[N:9])=[C:4]([CH2:12][CH3:13])[CH:3]=1.[CH:14]1([C:19](O)([C:30]#[CH:31])[CH2:20][C:21]2[O:26][C:25]([CH3:28])([CH3:27])[O:24][C:23](=[O:29])[CH:22]=2)[CH2:18][CH2:17][CH2:16][CH2:15]1>C(NC(C)C)(C)C.CN(C=O)C.[NH4+].[Cl-].Cl[Pd](Cl)([P](C1C=CC=CC=1)(C1C=CC=CC=1)C1C=CC=CC=1)[P](C1C=CC=CC=1)(C1C=CC=CC=1)C1C=CC=CC=1.[Cu]I>[CH:14]1([CH:19]([CH2:20][C:21]2[O:26][C:25]([CH3:27])([CH3:28])[O:24][C:23](=[O:29])[CH:22]=2)[C:30]#[C:31][C:2]2[CH:11]=[CH:10][C:5]([O:6][CH2:7][C:8]#[N:9])=[C:4]([CH2:12][CH3:13])[CH:3]=2)[CH2:18][CH2:17][CH2:16][CH2:15]1 |f:4.5,^1:49,68|. RXN SMILES: [Br:6][C:7]([C:8](=[O:9])[O:10][CH2:11][CH3:12])([CH3:13])[CH3:14].[CH2:15]([c:16]1[cH:17][cH:18][cH:19][cH:20][cH:21]1)[Br:22].[CH2:1]([Li:2])[CH2:3][CH2:4][CH3:5].[CH3:28][CH2:29][CH2:30][CH2:31][CH2:32][CH3:33].[O:34]1[CH2:35][CH2:36][CH2:37][CH2:38]1.[S:23](=[O:24])(=[O:25])([OH:26])[OH:27]>>[C:7]([C:8](=[O:9])[O:10][CH2:11][CH3:12])([CH3:13])([CH3:14])[CH2:15][c:16]1[cH:17][cH:18][cH:19][cH:20][cH:21]1. The reactants are CCOC(=O)C(C)(C)Br, BrCc1ccccc1, [Li]CCCC, CCCCCC, C1CCOC1, O=S(=O)(O)O. Product: CCOC(=O)C(C)(C)Cc1ccccc1. Reaction SMILES: [CH2:1]([CH3:2])[O:3][C:4](=[O:5])[CH:6]1[N:7]([CH:22]2[CH2:23][CH2:24]2)[c:8]2[c:9]([O:20][CH3:21])[c:10]([F:19])[c:11]([F:18])[cH:12][c:13]2[C:14](=[O:17])[C:15]1=[O:16].[CH3:31][Si:32]([CH3:33])([CH3:34])[O:35][Si:36]([CH3:37])([CH3:38])[CH3:39].[F:25][B-:26]([F:27])([F:28])[F:29].[H+:30].[Na+:41].[OH-:40].[OH2:42]>>[O:3]=[C:4]([OH:5])[CH:6]1[N:7]([CH:22]2[CH2:23][CH2:24]2)[c:8]2[c:9]([O:20][CH3:21])[c:10]([F:19])[c:11]([F:18])[cH:12][c:13]2[C:14](=[O:17])[C:15]1=[O:16]. The reactants are CCOC(=O)C1C(=O)C(=O)c2cc(F)c(F)c(OC)c2N1C1CC1, C[Si](C)(C)O[Si](C)(C)C, F[B-](F)(F)F, [H+], [Na+], [OH-], O. Product: COc1c(F)c(F)cc2c1N(C1CC1)C(C(=O)O)C(=O)C2=O. Starting materials: C12C=CC(CC1)C2 (Norbornene), C12C=CC(CC1)C2 (norbornene), [H][H] (hydrogen), C=C (ethylene), C[Al]1OCCCC1 (methyalumoxane), [H][H] (hydrogen), hydrocarbon, C=C (ethylene), C=C (ethylene). The reagents and catalysts are [Cl-].[Cl-].C(C)(C)=[Zr+2](C1CCC2CC=CC=C12)C1CCC2CC=CC=C12 (racemic-isopropylidene-bis (tetrahydroindenyl) zirconium dichloride). Conditions: temperature 90 celsius. Yields the product C12C=CC(CC1)C2.C=C (Norbornene Ethylene). As a reaction SMILES: [CH:1]12[CH2:7][CH:4]([CH2:5][CH2:6]1)[CH:3]=[CH:2]2.C=C.[H][H].C[Al]1CC[CH2:16][CH2:15]O1>[Cl-].[Cl-].C(=[Zr+2](C1C2C(CC=CC=2)CC1)C1C2C(CC=CC=2)CC1)(C)C>[CH:1]12[CH2:7][CH:4]([CH2:5][CH2:6]1)[CH:3]=[CH:2]2.[CH2:15]=[CH2:16] |f:4.5.6,7.8|. Procedure details: Norbornene, hydrocarbon-based solvent, ethylene and hydrogen was supplied to a continuous polymerization apparatus under the conditions that the norbornene concentration was 2.95 mol/L and the ethylene concentration was 1.05 mol/L and the ratio of hydrogen and ethylene was 0.21×10−3. At the same time, as the catalyst, racemic-isopropylidene-bis (tetrahydroindenyl) zirconium dichloride was supplied and, as a support catalyst, a catalyst system composed of methyalumoxane (10% toluene solution) was... Reactants: C(C(=C)C)(=O)OCCOC(CC(=O)C)=O (2-acetoacetoxyethyl methacrylate), C1(=CC=C(C=C1)S(=O)(=O)N=[N+]=[N-])C (p-toluenesulfonyl azide), C1CCC2=NCCCN2CC1 (DBU), [OH-].[K+] (KOH), C1CCC2=NCCCN2CC1 (DBU). Run in ClCCl (dichloromethane), C(C)OCC (diethyl ether). Conditions: temperature 0 celsius, time 15 minute. Product: C(C(=C)C)(=O)OCC(=[N+]=[N-])OC(CC(C)=O)=O (2-diazo-3-oxobutyroxyethyl methacrylate). The yield is 91.4%. RXN SMILES: [C:1]([O:6][CH2:7][CH2:8][O:9][C:10](=[O:15])[CH2:11][C:12]([CH3:14])=[O:13])(=[O:5])[C:2]([CH3:4])=[CH2:3].C1(C)C=CC(S([N:25]=[N+:26]=[N-])(=O)=O)=CC=1.C1CCN2C(=NCCC2)CC1.[OH-].[K+]>C(OCC)C.ClCCl>[C:1]([O:6][CH2:7][C:8]([O:9][C:10](=[O:15])[CH2:11][C:12](=[O:13])[CH3:14])=[N+:25]=[N-:26])(=[O:5])[C:2]([CH3:4])=[CH2:3] |f:3.4|. Procedure: 2-Diazo-3-oxobutyroxyethyl methacrylate monomer was prepared as follows: a mixture of 2-acetoacetoxyethyl methacrylate (4.28 gm, 20 mmol, available from Eastman Chemical, Kingsport, Tenn.), dichloromethane (30 ml), and p-toluenesulfonyl azide (3.94 gm, 20 mmol) was cooled to 0° C. and then DBU (1,8-diazabicyclo[5.4.0]undec-7-ene, 4.48 ml, 30 mmol) was added dropwise. After the addition of DBU, the reaction mixture was stirred at room temperature for 15 minutes and then poured into a mixture of 1... Starting materials: tetrakistriphenylphosphine palladium(0), BrC1=CC(=C(C=C1)F)I (4-bromo-1-fluoro-2-iodobenzene), C(C)S(=O)(=O)C1=CC=C(C=C1)B(O)O (4-(ethylsulphonyl)benzeneboronic acid), C(=O)([O-])[O-].[Na+].[Na+] (Na2CO3). Solvent: O1CCOCC1 (1,4-dioxane). Run at temperature 100 celsius, time 2 hour. Product: C(C)S(=O)(=O)C1=CC=C(C=C1)C1=C(C=CC(=C1)Br)F (5′-Bromo-2′-fluorobiphenyl-4-yl ethyl sulfone). Yield: 84.0%. As a reaction SMILES: [Br:1][C:2]1[CH:7]=[CH:6][C:5]([F:8])=[C:4](I)[CH:3]=1.[CH2:10]([S:12]([C:15]1[CH:20]=[CH:19][C:18](B(O)O)=[CH:17][CH:16]=1)(=[O:14])=[O:13])[CH3:11].C([O-])([O-])=O.[Na+].[Na+]>O1CCOCC1>[CH2:10]([S:12]([C:15]1[CH:20]=[CH:19][C:18]([C:4]2[CH:3]=[C:2]([Br:1])[CH:7]=[CH:6][C:5]=2[F:8])=[CH:17][CH:16]=1)(=[O:13])=[O:14])[CH3:11] |f:2.3.4|. Procedure: To a degassed, room temperature solution of 4-bromo-1-fluoro-2-iodobenzene (2.80 g, 9.30 mmol) and 4-(ethylsulphonyl)benzeneboronic acid (2.27 g, 10.6 mmol), in anhydrous 1,4-dioxane (120 mL) was added aqueous Na2CO3 solution (1M, 46.5 mL, 46.5 mmol) followed by the tetrakistriphenylphosphine palladium(0) (537 mg, 0.465 mmol). The slightly yellow solution was degassed 3 times by vacuum/nitrogen refill then was heated to 100° C. with stirring for 2 hours. The reaction mixture was cooled then susp... Reported procedure: To a solution of potassium thiocyanate (6.1 g, 62.6 mmol) in acetic acid (60 mL) was added a solution of tert-butyl {4-[(5-aminopyridin-2-yl)oxy]-3-fluorophenyl}carbamate (5.0 g, 15.7 mmol) in acetic acid (40 mL) at 0° C. A solution of bromine (3.25 g, 20.4 mmol) in acetic acid (20 mL) was added at 0° C., and the mixture was stirred at room temperature for 6 hr. Acetic acid was evaporated under reduced pressure, saturated aqueous sodium hydrogen carbonate was added to the residue, and the mixtur... RXN SMILES: [S-:1][C:2]#[N:3].[K+].[NH2:5][C:6]1[CH:7]=[CH:8][C:9]([O:12][C:13]2[CH:18]=[CH:17][C:16]([NH:19][C:20](=[O:26])[O:21][C:22]([CH3:25])([CH3:24])[CH3:23])=[CH:15][C:14]=2[F:27])=[N:10][CH:11]=1.BrBr>C(O)(=O)C>[NH2:3][C:2]1[S:1][C:11]2[C:6]([N:5]=1)=[CH:7][CH:8]=[C:9]([O:12][C:13]1[CH:18]=[CH:17][C:16]([NH:19][C:20](=[O:26])[O:21][C:22]([CH3:23])([CH3:24])[CH3:25])=[CH:15][C:14]=1[F:27])[N:10]=2 |f:0.1|. The yield is 35.0%. Starting materials: BrBr (bromine), [S-]C#N.[K+] (potassium thiocyanate), NC=1C=CC(=NC1)OC1=C(C=C(C=C1)NC(OC(C)(C)C)=O)F (tert-butyl {4-[(5-aminopyridin-2-yl)oxy]-3-fluorophenyl}carbamate). Reaction conditions: time 6 hour. The product is NC=1SC2=NC(=CC=C2N1)OC1=C(C=C(C=C1)NC(OC(C)(C)C)=O)F (tert-butyl {4-[(2-amino[1,3]thiazolo[5,4-b]pyridin-5-yl)oxy]-3-fluorophenyl}carbamate). Run in C(C)(=O)O (acetic acid), C(C)(=O)O (acetic acid), C(C)(=O)O (acetic acid). Reactants: CC(C)(C)OC(=O)N1CC2CN(CCCCc3ccc(C#N)cc3)CC(C1)O2, ClCCl, O=C(O)C(F)(F)F. Yields the product N#Cc1ccc(CCCCN2CC3CNCC(C2)O3)cc1. As a reaction SMILES: [C:1](#[N:2])[c:3]1[cH:4][cH:5][c:6]([CH2:9][CH2:10][CH2:11][CH2:12][N:13]2[CH2:14][CH:15]3[CH2:16][N:17]([C:22]([O:23][C:24]([CH3:25])([CH3:26])[CH3:27])=[O:28])[CH2:18][CH:19]([CH2:20]2)[O:21]3)[cH:7][cH:8]1.[Cl:36][CH2:37][Cl:38].[OH:29][C:30]([C:31]([F:32])([F:33])[F:34])=[O:35]>>[C:1](#[N:2])[c:3]1[cH:4][cH:5][c:6]([CH2:9][CH2:10][CH2:11][CH2:12][N:13]2[CH2:14][CH:15]3[CH2:16][NH:17][CH2:18][CH:19]([CH2:20]2)[O:21]3)[cH:7][cH:8]1. Starting materials: C([O-])([O-])=O.[K+].[K+] (potassium carbonate), COC(=O)C1(CCCCCC1)NC(C1=CC(=C(C=C1)OC)OC(C)=O)=O (1-(3-Acetoxy-4-methoxy-benzoylamino)-cycloheptanecarboxylic acid methyl ester), Cl (hydrochloric acid). The solvent is CO (methanol). Reaction conditions: time 8 hour. The product is COC(=O)C1(CCCCCC1)NC(C1=CC(=C(C=C1)OC)O)=O (1-(3-Hydroxy-4-methoxy-benzoylamino)-cycloheptanecarboxylic acid methyl ester). Yield: 72.1%. Reaction SMILES: [CH3:1][O:2][C:3]([C:5]1([NH:12][C:13](=[O:26])[C:14]2[CH:19]=[CH:18][C:17]([O:20][CH3:21])=[C:16]([O:22]C(=O)C)[CH:15]=2)[CH2:11][CH2:10][CH2:9][CH2:8][CH2:7][CH2:6]1)=[O:4].C(=O)([O-])[O-].[K+].[K+].Cl>CO>[CH3:1][O:2][C:3]([C:5]1([NH:12][C:13](=[O:26])[C:14]2[CH:19]=[CH:18][C:17]([O:20][CH3:21])=[C:16]([OH:22])[CH:15]=2)[CH2:6][CH2:7][CH2:8][CH2:9][CH2:10][CH2:11]1)=[O:4] |f:1.2.3|. Procedure: The compound of step 1 (10.6 g, 29.4 mmol) was dissolved in methanol (100 ml), potassium carbonate (812 mg, 5.88 mmol) was added and the mixture was stirred overnight at room temperature. An excess of 2 N hydrochloric acid was added, the methanol was evaporated in vacuo and the residue partitioned between EA and water. The aqueous phase was extracted with EA, the combined organic phases were dried over sodium sulfate and evaporated to dryness to give the title compound (6.81 g).